This data is from the Open Reaction Database (ORD), a public repository of structured organic reaction records. The task is: describe an organic reaction: reactants, conditions, products, and yield The reactants are Cn1c(=O)n(C2CCC2)c2ccc(CC#N)cc21, O, O=S(=O)(O)O. The product is Cn1c(=O)n(C2CCC2)c2ccc(CC(=O)O)cc21. As a reaction SMILES: [CH:1]1([n:5]2[c:6](=[O:18])[n:7]([CH3:17])[c:8]3[c:9]2[cH:10][cH:11][c:12]([CH2:14][C:15]#[N:16])[cH:13]3)[CH2:2][CH2:3][CH2:4]1.[OH2:19].[S:20]([OH:21])(=[O:22])(=[O:23])[OH:24]>>[CH:1]1([n:5]2[c:6](=[O:18])[n:7]([CH3:17])[c:8]3[c:9]2[cH:10][cH:11][c:12]([CH2:14][C:15](=[O:19])[OH:21])[cH:13]3)[CH2:2][CH2:3][CH2:4]1. Starting materials: C[Mg]Br (Methylmagnesium bromide), COC=1C=C(C=CC1N1C=NC(=C1)C)NC1=NC(=C(C(=N1)C(C)=O)C)COCC(F)(F)F (1-(2-(3-methoxy-4-(4-methyl-1H-imidazol-1-yl)phenylamino)-5-methyl-6-((2,2,2-trifluoroethoxy)methyl)pyrimidin-4-yl)ethanone). The solvent is C1CCOC1 (THF). Conditions: time 1 hour. The product is COC=1C=C(C=CC1N1C=NC(=C1)C)NC1=NC(=C(C(=N1)C(C)(C)O)C)COCC(F)(F)F (2-(2-(3-Methoxy-4-(4-methyl-1H-imidazol-1-yl)phenylamino)-5-methyl-6-((2,2,2-trifluoroethoxy)methyl)pyrimidin-4-yl)propan-2-ol). As a reaction SMILES: [CH3:1][Mg]Br.[CH3:4][O:5][C:6]1[CH:7]=[C:8]([NH:18][C:19]2[N:24]=[C:23]([C:25](=[O:27])[CH3:26])[C:22]([CH3:28])=[C:21]([CH2:29][O:30][CH2:31][C:32]([F:35])([F:34])[F:33])[N:20]=2)[CH:9]=[CH:10][C:11]=1[N:12]1[CH:16]=[C:15]([CH3:17])[N:14]=[CH:13]1>C1COCC1>[CH3:4][O:5][C:6]1[CH:7]=[C:8]([NH:18][C:19]2[N:24]=[C:23]([C:25]([OH:27])([CH3:1])[CH3:26])[C:22]([CH3:28])=[C:21]([CH2:29][O:30][CH2:31][C:32]([F:33])([F:34])[F:35])[N:20]=2)[CH:9]=[CH:10][C:11]=1[N:12]1[CH:16]=[C:15]([CH3:17])[N:14]=[CH:13]1. Procedure: Methylmagnesium bromide (0.199 mL of 3M solution, 0.28 mmol) was added slowly to a solution of 1-(2-(3-methoxy-4-(4-methyl-1H-imidazol-1-yl)phenylamino)-5-methyl-6-((2,2,2-trifluoroethoxy)methyl)pyrimidin-4-yl)ethanone (25 mg, 0.06 mmol) in THF (3 mL). The mixture was stirred at RT for 1 h. The mixture was quenched with saturated solution of ammonium chloride in water (1.5 mL) and diluted with brine (10 mL). The mixture was extracted with EtOAc (2×20 mL). The organic phase was dried over sodium ... RXN SMILES: [CH3:1][O:2][c:3]1[cH:4][c:5]([NH2:6])[cH:7][cH:8][c:9]1[O:10][CH3:11].[Cl:12][CH2:13][CH2:14][C:15](=[O:16])[Cl:17].[cH:18]1[cH:19][cH:20][cH:21][cH:22][cH:23]1>>[CH3:1][O:2][c:3]1[cH:4][c:5]([NH:6][C:15]([CH2:14][CH2:13][Cl:12])=[O:16])[cH:7][cH:8][c:9]1[O:10][CH3:11]. The reactants are COc1ccc(N)cc1OC, O=C(Cl)CCCl, c1ccccc1. Yields the product COc1ccc(NC(=O)CCCl)cc1OC. Reactants: NC1=C2C(=NC=N1)N(N=C2C=2C=C(C=CC2)NC(OC(C)(C)C)=O)[C@@H]2CC[C@@H](CC2)N2CCN(CC2)C (cis-tert-butyl N-(3-{4-amino-1-[4-(4-methylpiperazino)cyclohexyl]-1H-pyrazolo[3,4-d]pyrimidin-3-yl}phenyl)carbamate), FC(C(=O)O)(F)F (trifluoroacetic acid). The solvent is ClCCl (dichloromethane). Conditions: temperature 0 celsius. Yields the product NC=1C=C(C=CC1)C1=NN(C2=NC=NC(=C21)N)[C@@H]2CC[C@@H](CC2)N2CCN(CC2)C (cis-3-(3-aminophenyl)-1-[4-(4-methylpiperazino)cyclohexyl]-1H-pyrazolo[3,4-d]pyrimidin-4-amine). Isolated yield 100.0%. As a reaction SMILES: [NH2:1][C:2]1[N:7]=[CH:6][N:5]=[C:4]2[N:8]([C@H:25]3[CH2:30][CH2:29][C@@H:28]([N:31]4[CH2:36][CH2:35][N:34]([CH3:37])[CH2:33][CH2:32]4)[CH2:27][CH2:26]3)[N:9]=[C:10]([C:11]3[CH:12]=[C:13]([NH:17]C(=O)OC(C)(C)C)[CH:14]=[CH:15][CH:16]=3)[C:3]=12.FC(F)(F)C(O)=O>ClCCl>[NH2:17][C:13]1[CH:12]=[C:11]([C:10]2[C:3]3[C:4](=[N:5][CH:6]=[N:7][C:2]=3[NH2:1])[N:8]([C@H:25]3[CH2:30][CH2:29][C@@H:28]([N:31]4[CH2:32][CH2:33][N:34]([CH3:37])[CH2:35][CH2:36]4)[CH2:27][CH2:26]3)[N:9]=2)[CH:16]=[CH:15][CH:14]=1. Procedure: A mixture of cis-tert-butyl N-(3-{4-amino-1-[4-(4-methylpiperazino)cyclohexyl]-1H-pyrazolo[3,4-d]pyrimidin-3-yl}phenyl)carbamate (1.7 g, 3.3 mmol, 1 equiv) and dichloromethane (40 mL) was cooled at 0° C. and then trifluoroacetic acid (10.5 mL, 137 mmol, 41 equiv) was added. The reaction mixture was allowed to warm to ambient temperature over 3 h, the solvent was removed under reduced pressure, and the residue was partitioned between CH2Cl2 (50 mL) and water (50 mL). The organic layer was separat... Procedure: 51.1 mg of sodium methoxide are added to a solution of 2-{1-methyl-4-[4-nitro-3-(propan-2-yloxy)phenyl]piperazin-2-yl}ethyl methanesulfonate in 3 ml of methanol. The reaction medium is stirred for 10 minutes at ambient temperature and then 30 minutes at 90° C. in a microwave (CEM). The reaction medium is concentrated to dryness under reduced pressure, and taken up with water and ethyl acetate. The combined organic phases are dried over magnesium sulfate, filtered and evaporated. Purification is ... Product: COCCC1N(CCN(C1)C1=CC(=C(C=C1)[N+](=O)[O-])OC(C)C)C (2-(2-methoxyethyl)-1-methyl-4-[4-nitro-3-(propan-2-yloxy)phenyl]piperazine). Solvent: CO (methanol). The reactants are C[O-].[Na+] (sodium methoxide), CS(=O)(=O)OCCC1N(CCN(C1)C1=CC(=C(C=C1)[N+](=O)[O-])OC(C)C)C (2-{1-methyl-4-[4-nitro-3-(propan-2-yloxy)phenyl]piperazin-2-yl}ethyl methanesulfonate). Reaction SMILES: [CH3:1][O-].[Na+].CS([O:8][CH2:9][CH2:10][CH:11]1[CH2:16][N:15]([C:17]2[CH:22]=[CH:21][C:20]([N+:23]([O-:25])=[O:24])=[C:19]([O:26][CH:27]([CH3:29])[CH3:28])[CH:18]=2)[CH2:14][CH2:13][N:12]1[CH3:30])(=O)=O>CO>[CH3:1][O:8][CH2:9][CH2:10][CH:11]1[CH2:16][N:15]([C:17]2[CH:22]=[CH:21][C:20]([N+:23]([O-:25])=[O:24])=[C:19]([O:26][CH:27]([CH3:29])[CH3:28])[CH:18]=2)[CH2:14][CH2:13][N:12]1[CH3:30] |f:0.1|. Run at time 10 minute. Procedure: Under a nitrogen atmosphere a three necked 1 L flask was charged with diethyl ether (200 ml) and a solution of LiAlH4 in THF (58 mL of 1 N solution, 58 mmol). A solution of 3-bis(chloro)phosphino benzo[d]thiophene (18.24 g, 77.6 mmol) in ether (ca. 40 mL) was added dropwise over ca. 30 minutes. An exothermic reaction took place, and a solid formed. The excess LiAlH4 was hydrolyzed by the dropwise addition of NaOH (15 ml 4 N solution) which led to the formation of a colourless solid which precipi... Yields the product PC1=CSC2=C1C=CC=C2 (3-phosphino benzothiophene). The solvent is CCOCC (ether), C(C)OCC (diethyl ether). Starting materials: [H-].[H-].[H-].[H-].[Li+].[Al+3] (LiAlH4), ClP(C1=CSC2=C1C=CC=C2)Cl (3-bis(chloro)phosphino benzo[d]thiophene), C1CCOC1 (THF), [H-].[H-].[H-].[H-].[Li+].[Al+3] (LiAlH4), [OH-].[Na+] (NaOH). RXN SMILES: [H-].[H-].[H-].[H-].[Li+].[Al+3].C1COCC1.Cl[P:13](Cl)[C:14]1[C:18]2[CH:19]=[CH:20][CH:21]=[CH:22][C:17]=2[S:16][CH:15]=1.[OH-].[Na+]>CCOCC>[PH2:13][C:14]1[C:18]2[CH:19]=[CH:20][CH:21]=[CH:22][C:17]=2[S:16][CH:15]=1 |f:0.1.2.3.4.5,8.9|. Starting materials: C([O-])([O-])=O.[K+].[K+] (potassium carbonate), IC (iodomethane), C(C1=CC=CC=C1)ONC(=O)[C@@H]1N(CCCC1)S(=O)(=O)N1CCC(CC1)C1=CNC2=CC=C(C=C12)F (N-benzyloxy-1-[4-(5-fluoroindol-3-yl)piperidine-1-sulfonyl]piperidine-2-(R)-carboxamide). Solvent: CN(C=O)C (dimethylformamide), C(C)(=O)OCC (ethyl acetate). Run at time 2 hour. Product: C(C1=CC=CC=C1)ON(C(=O)[C@@H]1N(CCCC1)S(=O)(=O)N1CCC(CC1)C1=CNC2=CC=C(C=C12)F)C (N-benzyloxy-N-methyl-1-[4-(5-fluoroindol-3-yl)piperidine-1-sulfonyl]piperidine-2-(R)-carboxamide). Isolated yield 71.0%. RXN SMILES: [C:1](=O)([O-])[O-].[K+].[K+].IC.[CH2:9]([O:16][NH:17][C:18]([C@H:20]1[CH2:25][CH2:24][CH2:23][CH2:22][N:21]1[S:26]([N:29]1[CH2:34][CH2:33][CH:32]([C:35]2[C:43]3[C:38](=[CH:39][CH:40]=[C:41]([F:44])[CH:42]=3)[NH:37][CH:36]=2)[CH2:31][CH2:30]1)(=[O:28])=[O:27])=[O:19])[C:10]1[CH:15]=[CH:14][CH:13]=[CH:12][CH:11]=1>CN(C)C=O.C(OCC)(=O)C>[CH2:9]([O:16][N:17]([CH3:1])[C:18]([C@H:20]1[CH2:25][CH2:24][CH2:23][CH2:22][N:21]1[S:26]([N:29]1[CH2:34][CH2:33][CH:32]([C:35]2[C:43]3[C:38](=[CH:39][CH:40]=[C:41]([F:44])[CH:42]=3)[NH:37][CH:36]=2)[CH2:31][CH2:30]1)(=[O:28])=[O:27])=[O:19])[C:10]1[CH:15]=[CH:14][CH:13]=[CH:12][CH:11]=1 |f:0.1.2|. Procedure details: Anhydrous potassium carbonate (736 mg, 5.33 mmol) and iodomethane (0.133 ml, 2.13 mmol) were added to a solution of N-benzyloxy-1-[4-(5-fluoroindol-3-yl)piperidine-1-sulfonyl]piperidine-2-(R)-carboxamide (549 mg, 1.07 mmol) [prepared as described in Step 3 above] in dimethylformamide (11 ml) at RT. After 2 h, the reaction mixture was diluted with ethyl acetate (50 ml) and then washed with 0.1 M HCl, brine and dried over MgSO4. The solvent was removed in vacuo and the residue was chromatographed ... The reactants are C1=CC(=CC=2C3=CC=CC=C3NC12)C=1C=C2C=3C=C4C(=CC3N(C2=CC1)C1=CC=CC=C1)C(C1=CC=CC=C14)(C)C (7-(9H-Carbazol-3-yl)-12,12-dimethyl-10-phenyl-10,12-dihydro-10-azaindeno[2,1-b]fluorene), C(C)(C)(C)P(C(C)(C)C)C(C)(C)C (tri-tert-butylphosphine), BrC=1C=C(C=CC1)C1=NC(=CC(=N1)C1=CC=CC=C1)C1=CC=CC=C1 (2-(3-bromophenyl)-4,6-diphenylpyrimidine), CC(C)(C)[O-].[Na+] (NaOtBu). The reagents and catalysts are CC(=O)[O-].CC(=O)[O-].[Pd+2] (Pd(OAc)2). Solvent: CC=1C=CC(=CC1)C (p-xylene). Product: C1(=CC=CC=C1)C1=NC(=NC(=C1)C1=CC=CC=C1)C=1C=C(C=CC1)N1C2=CC=CC=C2C=2C=C(C=CC12)C=1C=C2C=3C=C4C(=CC3N(C2=CC1)C1=CC=CC=C1)C(C1=CC=CC=C14)(C)C (7-{9-[3-(4,6-Diphenylpyrimidin-2-yl)phenyl]-9H-carbazol-3-yl}-12,12-dimethyl-10-phenyl-10,12-dihydro-10-azaindeno[2,1-b]fluorene). As a reaction SMILES: [CH:1]1[C:13]2[NH:12][C:11]3[C:6](=[CH:7][CH:8]=[CH:9][CH:10]=3)[C:5]=2[CH:4]=[C:3]([C:14]2[CH:15]=[C:16]3[C:24](=[CH:25][CH:26]=2)[N:23]([C:27]2[CH:32]=[CH:31][CH:30]=[CH:29][CH:28]=2)[C:22]2[CH:21]=[C:20]4[C:33]([CH3:41])([CH3:40])[C:34]5[C:39]([C:19]4=[CH:18][C:17]3=2)=[CH:38][CH:37]=[CH:36][CH:35]=5)[CH:2]=1.Br[C:43]1[CH:44]=[C:45]([C:49]2[N:54]=[C:53]([C:55]3[CH:60]=[CH:59][CH:58]=[CH:57][CH:56]=3)[CH:52]=[C:51]([C:61]3[CH:66]=[CH:65][CH:64]=[CH:63][CH:62]=3)[N:50]=2)[CH:46]=[CH:47][CH:48]=1.CC([O-])(C)C.[Na+].C(P(C(C)(C)C)C(C)(C)C)(C)(C)C>CC1C=CC(C)=CC=1.CC([O-])=O.CC([O-])=O.[Pd+2]>[C:61]1([C:51]2[CH:52]=[C:53]([C:55]3[CH:60]=[CH:59][CH:58]=[CH:57][CH:56]=3)[N:54]=[C:49]([C:45]3[CH:46]=[C:47]([N:12]4[C:13]5[CH:1]=[CH:2][C:3]([C:14]6[CH:15]=[C:16]7[C:24](=[CH:25][CH:26]=6)[N:23]([C:27]6[CH:32]=[CH:31][CH:30]=[CH:29][CH:28]=6)[C:22]6[CH:21]=[C:20]8[C:33]([CH3:41])([CH3:40])[C:34]9[C:39]([C:19]8=[CH:18][C:17]7=6)=[CH:38][CH:37]=[CH:36][CH:35]=9)=[CH:4][C:5]=5[C:6]5[C:11]4=[CH:10][CH:9]=[CH:8][CH:7]=5)[CH:48]=[CH:43][CH:44]=3)[N:50]=2)[CH:66]=[CH:65][CH:64]=[CH:63][CH:62]=1 |f:2.3,6.7.8|. Reported procedure: 19.50 g (37.17 mmol) of 7-(9H-carbazol-3-yl)-12,12-dimethyl-10-phenyl-10,12-dihydro-10-azaindeno[2,1-b]fluorene 23, 15.83 g (40.88 mmol) of 2-(3-bromophenyl)-4,6-diphenylpyrimidine 14 and 10.91 g (113.50 mmol) of NaOtBu are suspended in 600 ml of p-xylene. 168.73 mg (0.75 mmol) of Pd(OAc)2 and 2.3 ml of a 1M tri-tert-butylphosphine solution are added to this suspension. The reaction mixture is heated under reflux for 19 h. After cooling, the organic phase is separated off, washed three times wit...